describe an organic reaction: reactants, conditions, products, and yield From a dataset of the Open Reaction Database (ORD), a public repository of structured organic reaction records. Reactants: CCCC(Oc1ccccc1COc1ccc2oc(-c3nc(C(C)(C)C)cs3)cc2c1)C(=O)OC(c1ccccc1)c1ccccc1, CO, [Na+], C1CCOC1, [OH-]. Product: CCCC(Oc1ccccc1COc1ccc2oc(-c3nc(C(C)(C)C)cs3)cc2c1)C(=O)O. Reaction SMILES: [C:1]([CH3:2])([CH3:3])([CH3:4])[c:5]1[n:6][c:7](-[c:10]2[o:11][c:12]3[c:13]([cH:14]2)[cH:15][c:16]([O:19][CH2:20][c:21]2[c:22]([O:23][CH:24]([C:25](=[O:26])[O:27][CH:28]([c:29]4[cH:30][cH:31][cH:32][cH:33][cH:34]4)[c:35]4[cH:36][cH:37][cH:38][cH:39][cH:40]4)[CH2:41][CH2:42][CH3:43])[cH:44][cH:45][cH:46][cH:47]2)[cH:17][cH:18]3)[s:8][cH:9]1.[CH3:55][OH:56].[Na+:54].[O:48]1[CH2:49][CH2:50][CH2:51][CH2:52]1.[OH-:53]>>[C:1]([CH3:2])([CH3:3])([CH3:4])[c:5]1[n:6][c:7](-[c:10]2[o:11][c:12]3[c:13]([cH:14]2)[cH:15][c:16]([O:19][CH2:20][c:21]2[c:22]([O:23][CH:24]([C:25](=[O:26])[OH:27])[CH2:41][CH2:42][CH3:43])[cH:44][cH:45][cH:46][cH:47]2)[cH:17][cH:18]3)[s:8][cH:9]1. The reactants are CC=1C(=CNC1)C(=O)OCC (Ethyl 4-methylpyrrole-3-carboxylate), C(Cl)Cl (methylene chloride), O (Water), C(C1=CC=CC=C1)(=O)Cl (benzoyl chloride), stannic chloride. Solvent: CCOCC (Ether). Yields the product CC=1C(=CNC1C(C1=CC=CC=C1)=O)C(=O)OCC (Ethyl 4-Methyl-5-benzoylpyrrole-3-carboxylate). Reaction SMILES: [CH3:1][C:2]1[C:3]([C:7]([O:9][CH2:10][CH3:11])=[O:8])=[CH:4][NH:5][CH:6]=1.[C:12](Cl)(=[O:19])[C:13]1[CH:18]=[CH:17][CH:16]=[CH:15][CH:14]=1.C(Cl)Cl.O>CCOCC>[CH3:1][C:2]1[C:3]([C:7]([O:9][CH2:10][CH3:11])=[O:8])=[CH:4][NH:5][C:6]=1[C:12](=[O:19])[C:13]1[CH:18]=[CH:17][CH:16]=[CH:15][CH:14]=1. Reported procedure: Ethyl 4-methylpyrrole-3-carboxylate (920 mg., 6 mmoles) was combined with benzoyl chloride (0.7 ml., 6 mmoles), stannic chloride (1.2 ml., 12 mmoles) in 25 ml. of methylene chloride and stirred under nitrogen for 2 hours at room temperature. Water (15 ml.) was added slowly, dissolving the precipitate which had formed. Ether (50 ml.) was then added, and the organic phase separated, back-washed with 20 ml. of water, and evaporated to an oil. The oil was triturated with hexane to yield crystalline ... Starting materials: C(=O)(O)C1=CC=C(C=C1)N1N=C(CC1=O)C (1-p-carboxyphenyl-3-methyl-2-pyrazolin-5-one), OC1=CC=C(C=O)C=C1 (p-hydroxybenzaldehyde). Run in CO (methanol), CN(C=O)C (dimethylformamide). Reaction conditions: time 2 hour. Product: C(=O)(O)C1=CC=C(C=C1)N1N=C(C(C1=O)=CC1=CC=C(C=C1)O)C (1-(p-carboxyphenyl)-3-methyl-4-(p-hydroxybenzylidene)-2-pyrazolin-5-one). RXN SMILES: [C:1]([C:4]1[CH:9]=[CH:8][C:7]([N:10]2[C:14](=[O:15])[CH2:13][C:12]([CH3:16])=[N:11]2)=[CH:6][CH:5]=1)([OH:3])=[O:2].[OH:17][C:18]1[CH:25]=[CH:24][C:21]([CH:22]=O)=[CH:20][CH:19]=1>CN(C)C=O.CO>[C:1]([C:4]1[CH:5]=[CH:6][C:7]([N:10]2[C:14](=[O:15])[C:13](=[CH:22][C:21]3[CH:24]=[CH:25][C:18]([OH:17])=[CH:19][CH:20]=3)[C:12]([CH3:16])=[N:11]2)=[CH:8][CH:9]=1)([OH:3])=[O:2]. Procedure: 218 g (1 mole) of 1-p-carboxyphenyl-3-methyl-2-pyrazolin-5-one were suspended in 600 ml of dimethylformamide. The mixture obtained was heated with stirring to 100° C., whereupon a solution of 122 g (1mole) of p-hydroxybenzaldehyde in 400 ml of methanol was added. The dissolution of both compounds was complete. The dye started crystallizing after some 30 min. The heating was stopped after 2 h and the reaction mixture was allowed to cool down to room temperature. The dye was filtered with suction ... The reactants are C(C)#N (acetonitrile), C(CC1=CC=CC=C1)C1=C(SCCCCCC(=O)OC)[C@H]([C@@H](C1)O[Si](C)(C)C(C)(C)C)\C=C\[C@H](C[C@@H](CCCC)C)O[Si](C)(C)C(C)(C)C (methyl (11R,12S,13E,15S,17R)-9-phenethyl-11,15-bis(tert-butyldimethylsiloxy)-17,20-dimethyl-7-thiaprosta-8,13-dienoate), N1=CC=CC=C1.F (hydrogen fluoride-pyridine). Run in N1=CC=CC=C1 (pyridine), N1=CC=CC=C1 (pyridine). Run at time 15 hour. Product: C(CC1=CC=CC=C1)C1=C(SCCCCCC(=O)OC)[C@H]([C@@H](C1)O)\C=C\[C@H](C[C@@H](CCCC)C)O (methyl (11R,12S,13E,15S,17R)-9-phenethyl-11,15-dihydroxy-17,20-dimethyl-7-thiaprosta-8,13-dienoate). Isolated yield 88.4%. Reaction SMILES: C(#N)C.N1C=CC=CC=1.F.[CH2:11]([C:19]1[CH2:33][C@@H:32]([O:34][Si](C(C)(C)C)(C)C)[C@H:31](/[CH:42]=[CH:43]/[C@@H:44]([O:52][Si](C(C)(C)C)(C)C)[CH2:45][C@H:46]([CH3:51])[CH2:47][CH2:48][CH2:49][CH3:50])[C:20]=1[S:21][CH2:22][CH2:23][CH2:24][CH2:25][CH2:26][C:27]([O:29][CH3:30])=[O:28])[CH2:12][C:13]1[CH:18]=[CH:17][CH:16]=[CH:15][CH:14]=1>N1C=CC=CC=1>[CH2:11]([C:19]1[CH2:33][C@@H:32]([OH:34])[C@H:31](/[CH:42]=[CH:43]/[C@@H:44]([OH:52])[CH2:45][C@H:46]([CH3:51])[CH2:47][CH2:48][CH2:49][CH3:50])[C:20]=1[S:21][CH2:22][CH2:23][CH2:24][CH2:25][CH2:26][C:27]([O:29][CH3:30])=[O:28])[CH2:12][C:13]1[CH:18]=[CH:17][CH:16]=[CH:15][CH:14]=1 |f:1.2|. Procedure: To a solution of ice-cooled acetonitrile (1 ml) and pyridine (0.1 mL) was added hydrogen fluoride-pyridine (0.1 mL). To this solution was added methyl (11R,12S,13E,15S,17R)-9-phenethyl-11,15-bis(tert-butyldimethylsiloxy)-17,20-dimethyl-7-thiaprosta-8,13-dienoate (52 mg, 0.072 mmol) in pyridine (0.1 mL). The ice bath was removed and the solution was agitated for 15 hours wile returning it to room temperature. The reaction solution was poured into a mixture of ethyl acetate and saturated aqueous s... RXN SMILES: [Br:1][c:2]1[cH:3][cH:4][c:5]([SH:8])[cH:6][cH:7]1.[C:14](=[O:15])([O-:16])[O-:17].[CH:9]1([CH2:12][Br:13])[CH2:10][CH2:11]1.[K+:18].[K+:19].[O:20]=[CH:21][N:22]([CH3:23])[CH3:24].[OH2:25]>>[Br:1][c:2]1[cH:3][cH:4][c:5]([S:8][CH2:12][CH:9]2[CH2:10][CH2:11]2)[cH:6][cH:7]1. Reactants: Sc1ccc(Br)cc1, O=C([O-])[O-], BrCC1CC1, [K+], [K+], CN(C)C=O, O. Yields the product Brc1ccc(SCC2CC2)cc1. The reactants are C(C(=O)Cl)(=O)Cl (oxalyl chloride), C(#N)N=S(=O)(C)C=1C(=C(C(=O)O)C=CC1C(F)(F)F)OC (3-(N-cyano-S-methylsulfonimidoyl)-2-methoxy-4-(trifluoromethyl)benzoic acid), NC=1OC(=NN1)C (2-amino-5-methyl-1,3,4-oxadiazole), C(C(=O)Cl)(=O)Cl (oxalyl chloride). Run in N1=CC=CC=C1 (pyridine). Run at time 30 minute. The product is C(#N)N=S(=O)(C)C=1C(=C(C(=O)NC=2OC(=NN2)C)C=CC1C(F)(F)F)OC (3-(N-cyano-S-methylsulfonimidoyl)-2-methoxy-N-(5-methyl-1,3,4-oxadiazol-2-yl)-4-(trifluoromethyl)benzamide). The yield is 2.8%. RXN SMILES: [C:1]([N:3]=[S:4]([C:7]1[C:8]([O:20][CH3:21])=[C:9]([CH:13]=[CH:14][C:15]=1[C:16]([F:19])([F:18])[F:17])[C:10]([OH:12])=O)([CH3:6])=[O:5])#[N:2].[NH2:22][C:23]1[O:24][C:25]([CH3:28])=[N:26][N:27]=1.C(Cl)(=O)C(Cl)=O>N1C=CC=CC=1>[C:1]([N:3]=[S:4]([C:7]1[C:8]([O:20][CH3:21])=[C:9]([CH:13]=[CH:14][C:15]=1[C:16]([F:19])([F:18])[F:17])[C:10]([NH:22][C:23]1[O:24][C:25]([CH3:28])=[N:26][N:27]=1)=[O:12])([CH3:6])=[O:5])#[N:2]. Procedure: 350 mg (80% by weight; 0.869 mmol) of 3-(N-cyano-S-methylsulfonimidoyl)-2-methoxy-4-(trifluoromethyl)benzoic acid and 151 mg (1.52 mmol) of 2-amino-5-methyl-1,3,4-oxadiazole were initially charged in 10 ml of dry pyridine and cooled in an ice bath. 207 mg (1.63 mmol) of oxalyl chloride were added, and after 30 minutes the mixture was thawed to RT. The contents were stirred at RT for 2 h, and another 51.8 mg (0.408 mmol) of oxalyl chloride were then added. The mixture was then stirred at RT for 1...